This data is from the Open Reaction Database (ORD), a public repository of structured organic reaction records. The task is: describe an organic reaction: reactants, conditions, products, and yield Starting materials: O=C1OC(O)(Cc2ccccc2)c2ccccc21, NCCN. Product: O=C1c2ccccc2C2(Cc3ccccc3)NCCN12. RXN SMILES: [CH2:1]([c:2]1[cH:3][cH:4][cH:5][cH:6][cH:7]1)[C:8]1([OH:9])[c:17]2[c:12]([cH:13][cH:14][cH:15][cH:16]2)[C:10](=[O:11])[O:18]1.[NH2:19][CH2:20][CH2:21][NH2:22]>>[CH2:1]([c:2]1[cH:3][cH:4][cH:5][cH:6][cH:7]1)[C:8]12[c:17]3[c:12]([cH:13][cH:14][cH:15][cH:16]3)[C:10](=[O:11])[N:19]1[CH2:20][CH2:21][NH:22]2.